Dataset: the Open Reaction Database (ORD), a public repository of structured organic reaction records. Task: describe an organic reaction: reactants, conditions, products, and yield Reactants: ClCCCCCC1=C(C=CC(=C1OC)OC)C(C#N)SC1=CC=C(C=C1)C (5-chloropentyl-3,4-dimethoxy-α-[(4-methylphenyl)thio]benzeneacetonitrile), CC(C)(C)[Si](OC1=C(C=C2CCNCC2=C1)OC)(C)C (7-[[(1,1-dimethylethyl)dimethylsilyl]oxy]-1,2,3,4-tetrahydro-6-methoxyisoquinoline). Product: COC=1C=C(C=CC1OC)C(C#N)(CCCCCN1CC2=CC(=C(C=C2CC1)OC)O[Si](C)(C)C(C)(C)C)SC1=CC=C(C=C1)C (α-(3,4-Dimethoxyphenyl)-7-[[(1,1-dimethylethyl)dimethysilyl]oxy]-3,4-dihydro-6-methoxy-α-[(4-methylphenyl]thio]-2(1H)-isoquinolineheptanenitrile). Reaction SMILES: ClCCCCC[C:7]1[C:12]([O:13][CH3:14])=[C:11]([O:15][CH3:16])[CH:10]=[CH:9][C:8]=1[CH:17]([S:20][C:21]1[CH:26]=[CH:25][C:24]([CH3:27])=[CH:23][CH:22]=1)[C:18]#[N:19].[CH3:28][C:29]([Si:32]([CH3:47])([CH3:46])[O:33][C:34]1[CH:43]=[C:42]2[C:37]([CH2:38][CH2:39][NH:40][CH2:41]2)=[CH:36][C:35]=1[O:44][CH3:45])([CH3:31])[CH3:30]>>[CH3:14][O:13][C:12]1[CH:7]=[C:8]([C:17]([S:20][C:21]2[CH:26]=[CH:25][C:24]([CH3:27])=[CH:23][CH:22]=2)([CH2:9][CH2:8][CH2:7][CH2:12][CH2:11][N:40]2[CH2:39][CH2:38][C:37]3[C:42](=[CH:43][C:34]([O:33][Si:32]([C:29]([CH3:28])([CH3:30])[CH3:31])([CH3:46])[CH3:47])=[C:35]([O:44][CH3:45])[CH:36]=3)[CH2:41]2)[C:18]#[N:19])[CH:9]=[CH:10][C:11]=1[O:15][CH3:16]. Reported procedure: The procedure of Example 3 is repeated using 2.5 g of α-(5-chloropentyl-3,4-dimethoxy-α-[(4-methylphenyl)thio]benzeneacetonitrile and 2.54 g 7-[[(1,1-dimethylethyl)dimethylsilyl]oxy]-1,2,3,4-tetrahydro-6-methoxyisoquinoline. This affords 1.2 g of the desired product as a light yellow oil. MS(CI): m/z 661(MH+). Calcd for C38H52N2O4SSi 1/4H2O: C=68.59, H=7.95, N=4.21, S=4.81, Si=4.22 Found C=68.73, H=7.69, N=3.99, S=4.36, Si=3.78 Starting materials: solution, C(CCC)[Li] (butyl lithium), C(C)(C)NC(C)C (diisopropylamine), C1(=CC=CC=C1)OC#N (phenyl cyanate), C(C)(C)[N-]C(C)C.[Li+] (lithium diisopropylamide), C(#C)C1=CC=C(C=C1)C1=NC=C(C=N1)CCCCC (2-(p-ethynylphenyl)-5-pentylpyrimidine). The solvent is CCCCCC (hexane), O1CCCC1 (tetrahydrofuran), O1CCCC1 (tetrahydrofuran), O (water), O1CCCC1 (tetrahydrofuran). Conditions: temperature -78 celsius, time 5 minute. Product: ethyl acetate petroleum ether, C(CCCC)C=1C=NC(=NC1)C1=CC=C(C=C1)C#CC#N (p-(5-pentyl-2-pyrimidinyl)phenylpropiolonitrile). Isolated yield 22.5%. RXN SMILES: [C:1]([C:3]1[CH:8]=[CH:7][C:6]([C:9]2[N:14]=[CH:13][C:12]([CH2:15][CH2:16][CH2:17][CH2:18][CH3:19])=[CH:11][N:10]=2)=[CH:5][CH:4]=1)#[CH:2].[CH:20]([N-:23]C(C)C)(C)C.[Li+].C([Li])CCC.C(NC(C)C)(C)C.C1(OC#N)C=CC=CC=1>O1CCCC1.CCCCCC.O>[CH2:15]([C:12]1[CH:13]=[N:14][C:9]([C:6]2[CH:5]=[CH:4][C:3]([C:1]#[C:2][C:20]#[N:23])=[CH:8][CH:7]=2)=[N:10][CH:11]=1)[CH2:16][CH2:17][CH2:18][CH3:19] |f:1.2|. Procedure: A solution of 355 mg of 2-(p-ethynylphenyl)-5-pentylpyrimidine (prepared according to Example 8) in 30 ml of absolute tetrahydrofuran was placed at -78° C. in a sulphonation flask under argon gasification and treated within 15 minutes with a solution, cooled to about 0° C., of 152 mg of lithium diisopropylamide (prepared by adding 0.89 ml of a 1.60N solution of butyl lithium in hexane to a solution of 0.22 ml of diisopropylamine in 10 ml of absolute tetrahydrofuran at 0° C.) in 10 ml of absolute... Starting materials: O=S(=O)(O)Cl, O=P(Cl)(Cl)Cl, Cc1ccccc1-c1cccs1. Reaction SMILES: [Cl:13][S:14](=[O:15])(=[O:16])[OH:17].[P:18]([Cl:19])([Cl:20])([Cl:21])=[O:22].[c:1]1([CH3:12])[c:2](-[c:7]2[s:8][cH:9][cH:10][cH:11]2)[cH:3][cH:4][cH:5][cH:6]1>>[c:1]1([CH3:12])[c:2](-[c:7]2[s:8][c:9]([S:14]([Cl:13])(=[O:15])=[O:16])[cH:10][cH:11]2)[cH:3][cH:4][cH:5][cH:6]1. Product: Cc1ccccc1-c1ccc(S(=O)(=O)Cl)s1. Starting materials: C12C(CC(CC1)C2)NC=2SC(C(N2)=O)C (2-(bicyclo[2.2. 1]heptan-2-ylamino)-5-methylthiazol-4(5H)-one), BrC1=CC=CC=C1 (bromobezene), CC1(C(N=C(S1)N[C@@H](C)C1=C(C=CC=C1)C(F)(F)F)=O)C1=CC=C(C#N)C=C1 (4-(5-methyl-4-oxo-2-((S)-1-(2-(trifluoromethyl)phenyl)ethylamino)-4,5-dihydrothiazol-5-yl)benzonitrile). Product: C12C(CC(CC1)C2)NC=2SC(C(N2)=O)(C2=CC=CC=C2)C (2-(bicyclo[2.2. 1]heptan-2-ylamino)-5-methyl-5-phenylthiazol-4(5H)-one). As a reaction SMILES: C12CC(CC1)CC2NC1SC(C)C(=O)N=1.BrC1C=CC=CC=1.[CH3:23][C:24]1([C:43]2[CH:50]=[CH:49][C:46](C#N)=[CH:45][CH:44]=2)[S:28][C:27]([NH:29][C@H:30]([C:32]2C=[CH:36][CH:35]=[CH:34][C:33]=2[C:38](F)(F)F)C)=[N:26][C:25]1=[O:42]>>[CH:35]12[CH2:34][CH:33]([CH2:38][CH2:36]1)[CH2:32][CH:30]2[NH:29][C:27]1[S:28][C:24]([CH3:23])([C:43]2[CH:44]=[CH:45][CH:46]=[CH:49][CH:50]=2)[C:25](=[O:42])[N:26]=1. Procedure: The title compound was prepared from the reaction of 2-(bicyclo[2.2. 1]heptan-2-ylamino)-5-methylthiazol-4(5H)-one with bromobezene using the procedure described for 2a. MS (ESI, pos. ion) m/z: 301(M+1). % de (chiral LC): 10%. The reactants are NC=1C=C(OC2=C3C(=NC=C2)NC(N3)=O)C=CC1 (7-(3-aminophenoxy)-1H-imidazo[4,5-b]-pyridin-2(3H)-one), FC(OC=1C=C(C(=O)Cl)C=C(C1)Cl)(F)F (3-trifluoromethoxy-5-chlorobenzoyl chloride). Product: O=C1NC=2C(=NC=CC2OC=2C=C(C=CC2)NC(C2=CC(=CC(=C2)Cl)OC(F)(F)F)=O)N1 (N-(3-(2-oxo-2,3-dihydro-1H-imidazo[4,5-b]pyridin-7-yloxy)phenyl)-3-trifluoromethoxy-5-chloro-benzamide). Isolated yield 38.9%. RXN SMILES: [NH2:1][C:2]1[CH:3]=[C:4]([CH:16]=[CH:17][CH:18]=1)[O:5][C:6]1[CH:11]=[CH:10][N:9]=[C:8]2[NH:12][C:13](=[O:15])[NH:14][C:7]=12.[F:19][C:20]([F:33])([F:32])[O:21][C:22]1[CH:23]=[C:24]([CH:28]=[C:29]([Cl:31])[CH:30]=1)[C:25](Cl)=[O:26]>>[O:15]=[C:13]1[NH:12][C:8]2=[N:9][CH:10]=[CH:11][C:6]([O:5][C:4]3[CH:3]=[C:2]([NH:1][C:25](=[O:26])[C:24]4[CH:28]=[C:29]([Cl:31])[CH:30]=[C:22]([O:21][C:20]([F:33])([F:19])[F:32])[CH:23]=4)[CH:18]=[CH:17][CH:16]=3)=[C:7]2[NH:14]1. Reported procedure: Method H was used with 7-(3-aminophenoxy)-1H-imidazo[4,5-b]-pyridin-2(3H)-one and 3-trifluoromethoxy-5-chlorobenzoyl chloride to afford the title compound (38 mg, 38.9%). 1H-NMR (δ, ppm, DMSO-d6): 6.49 (d, 1H, HPy,5, J=5.9 Hz), 6.93-6.96 (m, 1H, Harom), 7.44 (t, 1H, Harom-5, J=8.0 Hz), 7.58 (s, 1H, Harom-2), 7.63-7.65 (m, 1H, Harom), 7.81 (d, 1H, HPy,6, J=5.9 Hz), 7.82 (m, 1H, Harom′), 7.86 (m, 1H, Harom′), 8.08 (t, 1H, Harom′, J=1.6 Hz), 10.53 (s, 1H, NHamide), 11.20 (s, 1H, NHPy7), 11.40 (s, 1... The reactants are O=[N+]([O-])c1ccc(Br)cn1, Cn1ccc(Nc2ncnc3ccc(O)cc23)n1, CN(C)C=O, [H-], [Na+]. Product: Cn1ccc(Nc2ncnc3ccc(Oc4ccc([N+](=O)[O-])nc4)cc23)n1. As a reaction SMILES: [Br:1][c:2]1[cH:3][cH:4][c:5]([N+:8](=[O:9])[O-:10])[n:6][cH:7]1.[CH3:13][n:14]1[n:15][c:16]([NH:19][c:20]2[n:21][cH:22][n:23][c:24]3[cH:25][cH:26][c:27]([OH:30])[cH:28][c:29]23)[cH:17][cH:18]1.[CH3:31][N:32]([CH3:33])[CH:34]=[O:35].[H-:11].[Na+:12]>>[c:2]1([O:30][c:27]2[cH:26][cH:25][c:24]3[n:23][cH:22][n:21][c:20]([NH:19][c:16]4[n:15][n:14]([CH3:13])[cH:18][cH:17]4)[c:29]3[cH:28]2)[cH:3][cH:4][c:5]([N+:8](=[O:9])[O-:10])[n:6][cH:7]1. Reactants: [BH3-]C#N, CO, O=CC12CC(c3ccccc31)c1ccccc12, [Na+], [Na+], [OH-], c1ccc(C2CCNCC2)cc1. Yields the product c1ccc(C2CCN(CC34CC(c5ccccc53)c3ccccc34)CC2)cc1. Reaction SMILES: [C:30]([BH3-:31])#[N:32].[CH3:36][OH:37].[CH:1](=[O:2])[C:3]12[c:4]3[cH:5][cH:6][cH:7][cH:8][c:9]3[CH:10]([c:11]3[cH:12][cH:13][cH:14][cH:15][c:16]31)[CH2:17]2.[Na+:33].[Na+:35].[OH-:34].[c:18]1([CH:24]2[CH2:25][CH2:26][NH:27][CH2:28][CH2:29]2)[cH:19][cH:20][cH:21][cH:22][cH:23]1>>[CH2:1]([C:3]12[c:4]3[cH:5][cH:6][cH:7][cH:8][c:9]3[CH:10]([c:11]3[cH:12][cH:13][cH:14][cH:15][c:16]31)[CH2:17]2)[N:27]1[CH2:26][CH2:25][CH:24]([c:18]2[cH:19][cH:20][cH:21][cH:22][cH:23]2)[CH2:29][CH2:28]1.